The task is: describe an organic reaction: reactants, conditions, products, and yield. This data is from the Open Reaction Database (ORD), a public repository of structured organic reaction records. The reactants are BrC=1C=CC2=C([C@@H]3[C@H]([C@](O2)(C(OC)OC)C)O3)C1 ((2S,3R,4R)-6-bromo-2-methyl-2-dimethoxymethyl-3,4-epoxy-3,4-dihydro-2H-1-benzopyran), FC1=CC=C(C=C1)NCC=1N=NN(N1)C (N-(4-fluorophenyl)-N-(2-methyl-2H-tetrazol-5-ylmethyl)amine). Yields the product BrC=1C=CC2=C([C@@H]([C@H]([C@](O2)(C(OC)OC)C)O)N(CC=2N=NN(N2)C)C2=CC=C(C=C2)F)C1 ((2S,3R,4S)-6-bromo-4-[N-(4-fluorophenyl)-N-(2-methyl-2H-tetrazol-5-ylmethyl)amino]-3-hydroxy-2-methyl-2-dimethoxymethyl-3,4-dihydro-2H-1-benzopyran). The yield is 47.9%. RXN SMILES: [Br:1][C:2]1[CH:3]=[CH:4][C:5]2[O:10][C@:9]([CH3:16])([CH:11]([O:14][CH3:15])[O:12][CH3:13])[C@@H:8]3[O:17][C@@H:7]3[C:6]=2[CH:18]=1.[F:19][C:20]1[CH:25]=[CH:24][C:23]([NH:26][CH2:27][C:28]2[N:29]=[N:30][N:31]([CH3:33])[N:32]=2)=[CH:22][CH:21]=1>>[Br:1][C:2]1[CH:3]=[CH:4][C:5]2[O:10][C@:9]([CH3:16])([CH:11]([O:14][CH3:15])[O:12][CH3:13])[C@H:8]([OH:17])[C@@H:7]([N:26]([C:23]3[CH:24]=[CH:25][C:20]([F:19])=[CH:21][CH:22]=3)[CH2:27][C:28]3[N:29]=[N:30][N:31]([CH3:33])[N:32]=3)[C:6]=2[CH:18]=1. Reported procedure: The same procedure as step 3 of example 1 was accomplished, except for using (2S,3R,4R)-6-bromo-2-methyl-2-dimethoxymethyl-3,4-epoxy-3,4-dihydro-2H-1-benzopyran (209 mg, 0.66 mmol) and N-(4-fluorophenyl)-N-(2-methyl-2H-tetrazol-5-ylmethyl)amine (138 mg, 0.66 mmol). The crude product was purified by silica gel column chromatography (developing solvent-n-hexane:ethyl acetate=6:1), to give desired compound (165 mg, yield: 51%). Reactants: FC(C(=O)O)(F)F.C(C1=CC=CC=C1)OC(N[C@@H]1[C@H]([C@H]([C@@H](C1)N1C2=NC(=NC(=C2N=C1)NCC(C1=CC=CC=C1)C1=CC=CC=C1)N1C[C@@H](CC1)NC(=O)NC=1C=NC=CC1)O)O)=O (((1S,2R,3S,4R)-4-{6-(2,2-Diphenyl-ethylamino)-2-[(R)-3-(3-pyridin-3-yl-ureido)-pyrrolidin-1-yl]-purin-9-yl}-2,3-dihydroxy-cyclopentyl)-carbamic acid benzyl ester trifluoroacetate). Reagents/catalysts: [Pd] (palladium on carbon). The solvent is C(C)O (ethanol). Yields the product N[C@@H]1[C@H]([C@H]([C@@H](C1)N1C2=NC(=NC(=C2N=C1)NCC(C1=CC=CC=C1)C1=CC=CC=C1)N1C[C@@H](CC1)NC(=O)NC=1C=NC=CC1)O)O (1-{(R)-1-[9-((1R,2S,3R,4S)-4-Amino-2,3-dihydroxy-cyclopentyl)-6-(2,2-diphenyl-ethylamino)-9H-purin-2-yl]-pyrrolidin-3-yl}-3-pyridin-3-yl-urea). As a reaction SMILES: FC(F)(F)C(O)=O.C(OC(=O)[NH:17][C@H:18]1[CH2:22][C@@H:21]([N:23]2[CH:31]=[N:30][C:29]3[C:24]2=[N:25][C:26]([N:47]2[CH2:51][CH2:50][C@@H:49]([NH:52][C:53]([NH:55][C:56]4[CH:57]=[N:58][CH:59]=[CH:60][CH:61]=4)=[O:54])[CH2:48]2)=[N:27][C:28]=3[NH:32][CH2:33][CH:34]([C:41]2[CH:46]=[CH:45][CH:44]=[CH:43][CH:42]=2)[C:35]2[CH:40]=[CH:39][CH:38]=[CH:37][CH:36]=2)[C@H:20]([OH:62])[C@@H:19]1[OH:63])C1C=CC=CC=1>C(O)C.[Pd]>[NH2:17][C@H:18]1[CH2:22][C@@H:21]([N:23]2[CH:31]=[N:30][C:29]3[C:24]2=[N:25][C:26]([N:47]2[CH2:51][CH2:50][C@@H:49]([NH:52][C:53]([NH:55][C:56]4[CH:57]=[N:58][CH:59]=[CH:60][CH:61]=4)=[O:54])[CH2:48]2)=[N:27][C:28]=3[NH:32][CH2:33][CH:34]([C:35]2[CH:36]=[CH:37][CH:38]=[CH:39][CH:40]=2)[C:41]2[CH:46]=[CH:45][CH:44]=[CH:43][CH:42]=2)[C@H:20]([OH:62])[C@@H:19]1[OH:63] |f:0.1|. Procedure details: To a solution of ((1S,2R,3S,4R)-4-{6-(2,2-diphenyl-ethylamino)-2-[(R)-3-(3-pyridin-3-yl-ureido)-pyrrolidin-1-yl]-purin-9-yl}-2,3-dihydroxy-cyclopentyl)-carbamic acid benzyl ester trifluoroacetate (step 1) (35 mg, 46 μmol) in ethanol (1 ml) under an inert atmosphere of argon is added 10% palladium on carbon (10 mg). The reaction mixture is purged with argon and placed under a positive atmosphere of hydrogen overnight after which time, the mixture is filtered through celite and the catalyst washed...